Task: describe an organic reaction: reactants, conditions, products, and yield. Dataset: the Open Reaction Database (ORD), a public repository of structured organic reaction records Starting materials: ClC1=C(C=C(C=C1)NC(C1=C(N=C(C=C1)C(F)(F)F)C)=O)C1=NC=C(C=C1)O (N-(4-chloro-3-(5-hydroxypyridin-2-yl)phenyl)-2-methyl-6-(trifluoromethyl)nicotinamide), FC(CI)(F)F (trifluoroethyl iodide). Product: ClC1=C(C=C(C=C1)NC(C1=C(N=C(C=C1)C(F)(F)F)C)=O)C1=NC=C(C=C1)OCC(F)(F)F (N-(4-chloro-3-(5-(2,2,2-trifluoroethoxy)pyridin-2-yl)phenyl)-2-methyl-6-(trifluoromethyl)nicotinamide). As a reaction SMILES: [Cl:1][C:2]1[CH:7]=[CH:6][C:5]([NH:8][C:9](=[O:21])[C:10]2[CH:15]=[CH:14][C:13]([C:16]([F:19])([F:18])[F:17])=[N:12][C:11]=2[CH3:20])=[CH:4][C:3]=1[C:22]1[CH:27]=[CH:26][C:25]([OH:28])=[CH:24][N:23]=1.[F:29][C:30]([F:34])([F:33])[CH2:31]I>>[Cl:1][C:2]1[CH:7]=[CH:6][C:5]([NH:8][C:9](=[O:21])[C:10]2[CH:15]=[CH:14][C:13]([C:16]([F:17])([F:19])[F:18])=[N:12][C:11]=2[CH3:20])=[CH:4][C:3]=1[C:22]1[CH:27]=[CH:26][C:25]([O:28][CH2:31][C:30]([F:34])([F:33])[F:29])=[CH:24][N:23]=1. Procedure details: N-(4-chloro-3-(5-hydroxypyridin-2-yl)phenyl)-2-methyl-6-(trifluoromethyl)nicotinamide (0.12 mmol) was used in Procedure L with excess trifluoroethyl iodide. Purified by silica gel chromatography (0-40% ethyl acetate/hexane) to yield N-(4-chloro-3-(5-(2,2,2-trifluoroethoxy)pyridin-2-yl)phenyl)-2-methyl-6-(trifluoromethyl)nicotinamide as a white solid: TLC Rf=0.64 (40% ethyl acetate/hexanes); MS (Q1) 490 (M)+. The reactants are CC(C)(C)OC(=O)c1c(-c2ccccc2)csc1NC(=O)CCCCC(=O)Nc1ccccc1C(=O)[O-], CC(C)(C)OC(=O)c1c(-c2ccccc2)csc1NC(=O)CCCCC(=O)Nc1ccccc1C(=O)O, ClCCl, Cl, O=C(O)C(F)(F)F, [Na+]. Yields the product O=C(CCCCC(=O)Nc1ccccc1C(=O)O)Nc1cc(-c2ccccc2)cs1. Reaction SMILES: [C:1]([O:2][C:3](=[O:4])[c:8]1[c:9]([NH:19][C:20]([CH2:21][CH2:22][CH2:23][CH2:24][C:25](=[O:26])[NH:27][c:28]2[c:29]([C:30](=[O:31])[O-:32])[cH:33][cH:34][cH:35][cH:36]2)=[O:37])[s:10][cH:11][c:12]1-[c:13]1[cH:14][cH:15][cH:16][cH:17][cH:18]1)([CH3:5])([CH3:6])[CH3:7].[C:40]([O:41][C:42]([c:43]1[c:44](-[c:45]2[cH:46][cH:47][cH:48][cH:49][cH:50]2)[cH:51][s:52][c:53]1[NH:54][C:55](=[O:56])[CH2:57][CH2:58][CH2:59][CH2:60][C:61]([NH:62][c:63]1[cH:64][cH:65][cH:66][cH:67][c:68]1[C:69]([OH:70])=[O:71])=[O:72])=[O:73])([CH3:74])([CH3:75])[CH3:76].[CH2:84]([Cl:85])[Cl:86].[ClH:39].[F:77][C:78]([F:79])([F:80])[C:81]([OH:82])=[O:83].[Na+:38]>>[cH:8]1[c:9]([NH:19][C:20]([CH2:21][CH2:22][CH2:23][CH2:24][C:25](=[O:26])[NH:27][c:28]2[c:29]([C:30](=[O:31])[OH:32])[cH:33][cH:34][cH:35][cH:36]2)=[O:37])[s:10][cH:11][c:12]1-[c:13]1[cH:14][cH:15][cH:16][cH:17][cH:18]1. The reactants are BrC=1SC2=C(N1)C(=CC=C2Br)OC (2,7-dibromo-4-methoxybenzothiazole), N1CCOCC1 (morpholine). Solvent: O1CCCC1 (tetrahydrofuran). Run at temperature 80 celsius. Product: BrC1=CC=C(C=2N=C(SC21)N2CCOCC2)OC (7-Bromo-4-methoxy-2-(morpholin-4-yl)benzothiazole). RXN SMILES: Br[C:2]1[S:3][C:4]2[C:10]([Br:11])=[CH:9][CH:8]=[C:7]([O:12][CH3:13])[C:5]=2[N:6]=1.[NH:14]1[CH2:19][CH2:18][O:17][CH2:16][CH2:15]1>O1CCCC1>[Br:11][C:10]1[C:4]2[S:3][C:2]([N:14]3[CH2:19][CH2:18][O:17][CH2:16][CH2:15]3)=[N:6][C:5]=2[C:7]([O:12][CH3:13])=[CH:8][CH:9]=1. Procedure: A suspension of 2,7-dibromo-4-methoxybenzothiazole (1.8 g) and morpholine (10 ml) in tetrahydrofuran (10 ml) was heated at 80° C. for 2 hours. The solvent was removed in vacuo and the residue partitioned between ethyl acetate (100 ml) and water (100 ml). The organic layer was dried over magnesium sulphate (3 g), filtered and the filtrate evaporated in vacuo to yield an off white solid. This was purified by recrystallisation from ethyl acetatelhexane to yield the title compound as a white solid (... The reactants are ClC=1C(=CC(=C(C1)C)[N+](=O)[O-])[N+](=O)[O-] (5-chloro-2,4-dinitrotoluene), CN(C=S)C (N,N-dimethyl-thioformamide). Run at temperature 120 celsius. Yields the product CC1=CC2=C(N=CS2)C=C1[N+](=O)[O-] (6-methyl-5-nitrobenzothiazole). As a reaction SMILES: Cl[C:2]1[C:3]([N+:12]([O-])=O)=[CH:4][C:5]([N+:9]([O-:11])=[O:10])=[C:6]([CH3:8])[CH:7]=1.CN(C)[CH:17]=[S:18]>>[CH3:8][C:6]1[C:5]([N+:9]([O-:11])=[O:10])=[CH:4][C:3]2[N:12]=[CH:17][S:18][C:2]=2[CH:7]=1. Procedure details: A mixture of 1.6 g of 5-chloro-2,4-dinitrotoluene and 20 mL of N,N-dimethyl-thioformamide is heated to 120° C. for 16 hours. After cooling to room temperature, the mixture is purified by flash column chromatography on silica gel, eluting with 3% to 10% ethyl acetate/hexanes to provide 0.78 g of 6-methyl-5-nitrobenzothiazole as a yellow solid. Reactants: N (ammonia), CC=1NC=2C=CNC(C2C(C1C(=O)OCCC#N)C=1C=CC=C2C(C=C(OC12)C)=O)=O (2-Cyanoethyl 2-methyl-4-(2-methyl-4-oxo-4H-chromen-8-yl)-5-oxo-1,4,5,6-tetrahydro-1,6-naphthyridine-3-carboxylate), C1CCOC1 (THF), C(=O)(N1C=NC=C1)N1C=NC=C1 (1,1′-carbonyldiimidazole). Run in ClCCl.CO (dichloromethane methanol), C(C)(=O)OCC (ethyl acetate). Conditions: time 8 hour. Yields the product C(C)OC1=C2C(C(=C(NC2=CC=N1)C)C(=O)N)C=1C=CC=C2C(C=C(OC12)C)=O (5-Ethoxy-2-methyl-4-(2-methyl-4-oxo-4H-chromen-8-yl)-1,4-dihydro-1,6-naphthyridine-3-carboxamide). As a reaction SMILES: [CH3:1][C:2]1[NH:3][C:4]2[CH:5]=[CH:6][NH:7][C:8](=[O:31])[C:9]=2[CH:10]([C:19]2[CH:20]=[CH:21][CH:22]=[C:23]3[C:28]=2[O:27][C:26]([CH3:29])=[CH:25][C:24]3=[O:30])[C:11]=1[C:12](OCCC#N)=[O:13].[CH2:32]1[CH2:36]OCC1.C(N1C=CN=C1)([N:39]1C=CN=C1)=O.N>ClCCl.CO.C(OCC)(=O)C>[CH2:36]([O:31][C:8]1[N:7]=[CH:6][CH:5]=[C:4]2[C:9]=1[CH:10]([C:19]1[CH:20]=[CH:21][CH:22]=[C:23]3[C:28]=1[O:27][C:26]([CH3:29])=[CH:25][C:24]3=[O:30])[C:11]([C:12]([NH2:39])=[O:13])=[C:2]([CH3:1])[NH:3]2)[CH3:32] |f:4.5|. Procedure details: 155 mg (0.395 mmol) of the compound from Example 31A are introduced into 10 ml of THF and, after addition of 80.1 mg (0.494 mmol) of 1,1′-carbonyldiimidazole, stirred at room temperature overnight. A TLC check (silica gel; mobile phase: ethyl acetate or dichloromethane/methanol 9:1) shows complete conversion. The volatile components are removed in a rotary evaporator, and the residue is taken up in 3 ml of DMF. Then 553 mg of ammonia (28% by weight solution in water, 3.95 mmol) are added, and th... Reactants: OCCCBr, O=C([O-])[O-], COc1cc2c(Oc3cc(C)c(C)nc3-c3cccnc3)ccnc2cc1O, CN(C)C=O, [K+], [K+]. Product: COc1cc2c(Oc3cc(C)c(C)nc3-c3cccnc3)ccnc2cc1OCCCO. As a reaction SMILES: [Br:35][CH2:36][CH2:37][CH2:38][OH:39].[C:29](=[O:30])([O-:31])[O-:32].[CH3:1][c:2]1[cH:3][c:4]([O:15][c:16]2[cH:17][cH:18][n:19][c:20]3[cH:21][c:22]([OH:28])[c:23]([O:26][CH3:27])[cH:24][c:25]23)[c:5](-[c:9]2[cH:10][n:11][cH:12][cH:13][cH:14]2)[n:6][c:7]1[CH3:8].[CH3:40][N:41]([CH3:42])[CH:43]=[O:44].[K+:33].[K+:34]>>[CH3:1][c:2]1[cH:3][c:4]([O:15][c:16]2[cH:17][cH:18][n:19][c:20]3[cH:21][c:22]([O:28][CH2:36][CH2:37][CH2:38][OH:39])[c:23]([O:26][CH3:27])[cH:24][c:25]23)[c:5](-[c:9]2[cH:10][n:11][cH:12][cH:13][cH:14]2)[n:6][c:7]1[CH3:8]. The reactants are FC(COC1=CC=C(C=N1)C(C)N)(F)F (1-[6-(2,2,2-trifluoroethoxy)pyridin-3-yl]ethanamine), FC(COC1=CC=C(C#N)C=C1)(F)F (4-(2,2,2-trifluoroethoxy)benzonitrile). Yields the product C1(CCCC1)OC1=CC=C(C=N1)C(C)N (1-[6-(cyclopentyloxy)pyridin-3-yl]ethanamine). RXN SMILES: F[C:2](F)(F)[CH2:3][O:4][C:5]1[N:10]=[CH:9][C:8]([CH:11]([NH2:13])[CH3:12])=[CH:7][CH:6]=1.FC(F)(F)CO[C:20]1[CH:27]=CC(C#N)=C[CH:21]=1>>[CH:3]1([O:4][C:5]2[N:10]=[CH:9][C:8]([CH:11]([NH2:13])[CH3:12])=[CH:7][CH:6]=2)[CH2:27][CH2:20][CH2:21][CH2:2]1. Procedure details: The title compound was synthesised according to the procedure described for the synthesis of 1-[6-(2,2,2-trifluoroethoxy)pyridin-3-yl]ethanamine, step B, starting from 4-(2,2,2-trifluoroethoxy)benzonitrile. 1H NMR (400 MHz, DMSO-d6) δ ppm 7.28-7.34 (m, 2 H) 6.94-7.00 (m, 2 H) 4.70 (q, J=8.78 Hz, 2 H) 3.95 (q, J=6.53 Hz, 1 H) 1.21 (d, J=6.78 Hz, 3 H). MS (ESI) m/z: 220 [M+H]